From a dataset of the Open Reaction Database (ORD), a public repository of structured organic reaction records. describe an organic reaction: reactants, conditions, products, and yield Reactants: C(C)(C)C1=CC=C(C=C1)C1C(OC2=C1C(=C(C(=C2C)C)NC(=O)C2=CC=C(C(=O)OC)C=C2)C)(C)C (methyl 4-[[3-(4-isopropylphenyl)-2,2,4,6,7-pentamethyl-2,3-dihydro-1-benzofuran-5-ylamino]carbonyl]benzoate), O1CCCC1 (tetrahydrofuran), aqueous solution, [OH-].[Na+] (sodium hydroxide). The solvent is CO (methanol). Run at time 3 hour. The product is C(C)(C)C1=CC=C(C=C1)C1C(OC2=C1C(=C(C(=C2C)C)NC(=O)C2=CC=C(C(=O)O)C=C2)C)(C)C (4-[[3-(4-Isopropylphenyl)-2,2,4,6,7-pentamethyl-2,3-dihydro-1-benzofuran-5-ylamino]carbonyl]benzoic acid). Isolated yield 60.0%. Reaction SMILES: [CH:1]([C:4]1[CH:9]=[CH:8][C:7]([CH:10]2[C:14]3[C:15]([CH3:34])=[C:16]([NH:21][C:22]([C:24]4[CH:33]=[CH:32][C:27]([C:28]([O:30]C)=[O:29])=[CH:26][CH:25]=4)=[O:23])[C:17]([CH3:20])=[C:18]([CH3:19])[C:13]=3[O:12][C:11]2([CH3:36])[CH3:35])=[CH:6][CH:5]=1)([CH3:3])[CH3:2].O1CCCC1.[OH-].[Na+]>CO>[CH:1]([C:4]1[CH:5]=[CH:6][C:7]([CH:10]2[C:14]3[C:15]([CH3:34])=[C:16]([NH:21][C:22]([C:24]4[CH:25]=[CH:26][C:27]([C:28]([OH:30])=[O:29])=[CH:32][CH:33]=4)=[O:23])[C:17]([CH3:20])=[C:18]([CH3:19])[C:13]=3[O:12][C:11]2([CH3:36])[CH3:35])=[CH:8][CH:9]=1)([CH3:3])[CH3:2] |f:2.3|. Reported procedure: To a solution of methyl 4-[[3-(4-isopropylphenyl)-2,2,4,6,7-pentamethyl-2,3-dihydro-1-benzofuran-5-ylamino]carbonyl]benzoate (341.7 mg, 0.70 mmol) in a mixed solvent of tetrahydrofuran (10 ml) and methanol (2.5 ml) was added a 1 N aqueous solution of sodium hydroxide (0.75 ml, 0.75 mmol) and the resulting mixture was stirred at room temperature for 3 hours. The reaction mixture was concentrated under reduced pressure and 1N hydrochloric acid was added into the residue. The product was extracted ... RXN SMILES: [CH2:40]([Cl:41])[CH2:42][Cl:43].[CH3:1][O:2][c:3]1[c:4](-[c:9]2[n:10][o:11][c:12]([CH3:17])[c:13]2[C:14](=[O:15])[OH:16])[cH:5][cH:6][cH:7][cH:8]1.[CH3:44][N:45]([c:46]1[cH:47][cH:48][n:49][cH:50][cH:51]1)[CH3:52].[Cl:18][c:19]1[c:20]([NH2:21])[cH:22][c:23]([N:27]2[CH2:28][CH2:29][NH:30][CH2:31][CH2:32]2)[c:24]([Cl:26])[cH:25]1.[Cl:53][CH2:54][Cl:55].[F:33][C:34]([F:35])([F:36])[C:37]([OH:38])=[O:39]>>[CH3:1][O:2][c:3]1[c:4](-[c:9]2[n:10][o:11][c:12]([CH3:17])[c:13]2[C:14](=[O:16])[N:30]2[CH2:29][CH2:28][N:27]([c:23]3[cH:22][c:20]([NH2:21])[c:19]([Cl:18])[cH:25][c:24]3[Cl:26])[CH2:32][CH2:31]2)[cH:5][cH:6][cH:7][cH:8]1. Reactants: ClCCCl, COc1ccccc1-c1noc(C)c1C(=O)O, CN(C)c1ccncc1, Nc1cc(N2CCNCC2)c(Cl)cc1Cl, ClCCl, O=C(O)C(F)(F)F. Yields the product COc1ccccc1-c1noc(C)c1C(=O)N1CCN(c2cc(N)c(Cl)cc2Cl)CC1. Starting materials: ClC1=NC(=C2N=CN(C2=N1)C1CCCC1)Cl (2,6-dichloro-9-cyclopentylpurine), C[C@@H](C1=CC=CC=C1)N ((S)-α-methylbenzylamine). Run in C(C)N(CC)CC (triethylamine). Yields the product ClC1=NC(=C2N=CN(C2=N1)C1CCCC1)NC(C1=CC=CC=C1)C (2-Chloro-6-[(α-methylbenzyl)amino]-9-cyclopentylpurine). RXN SMILES: [Cl:1][C:2]1[N:10]=[C:9]2[C:5]([N:6]=[CH:7][N:8]2[CH:11]2[CH2:15][CH2:14][CH2:13][CH2:12]2)=[C:4](Cl)[N:3]=1.[CH3:17][C@H:18]([NH2:25])[C:19]1[CH:24]=[CH:23][CH:22]=[CH:21][CH:20]=1>C(N(CC)CC)C>[Cl:1][C:2]1[N:10]=[C:9]2[C:5]([N:6]=[CH:7][N:8]2[CH:11]2[CH2:15][CH2:14][CH2:13][CH2:12]2)=[C:4]([NH:25][CH:18]([CH3:17])[C:19]2[CH:24]=[CH:23][CH:22]=[CH:21][CH:20]=2)[N:3]=1. Procedure details: 2-Chloro-6-[(α-methylbenzyl)amino]-9-cyclopentylpurine is prepared from 2,6-dichloro-9-cyclopentylpurine, (S)-α-methylbenzylamine, and triethylamine essentially as described above in Example 1, Scheme A, step b. Reactants: C(C)(=O)SC1/C(/CN(CC1)C(C1=CC=CC=C1)(C1=CC=CC=C1)C1=CC=CC=C1)=C/C1=CN=NN1CCCC(=O)OCC ((E)-4-(acetylsulfanyl)-3-({1-[3-(ethoxycarbonyl)propyl]-1H-1,2,3-triazol-5-yl}methylidene)-1-(triphenylmethyl)piperidine), FC(C(=O)O)(F)F (trifluoroacetic acid). The solvent is ClCCl (dichloromethane). Product: FC(C(=O)O)(F)F.C(C)(=O)SC1/C(/CNCC1)=C/C1=CN=NN1CCCC(=O)OCC ((E)-4-(Acetylsulfanyl)-3-({1-[3-(ethoxycarbonyl)propyl]-1H-1,2,3-triazol-5-yl}methylidene)piperidine hydrogen trifluoroacetate). As a reaction SMILES: [C:1]([S:4][CH:5]1[CH2:10][CH2:9][N:8](C(C2C=CC=CC=2)(C2C=CC=CC=2)C2C=CC=CC=2)[CH2:7]/[C:6]/1=[CH:30]\[C:31]1[N:35]([CH2:36][CH2:37][CH2:38][C:39]([O:41][CH2:42][CH3:43])=[O:40])[N:34]=[N:33][CH:32]=1)(=[O:3])[CH3:2].[F:44][C:45]([F:50])([F:49])[C:46]([OH:48])=[O:47]>ClCCl>[F:44][C:45]([F:50])([F:49])[C:46]([OH:48])=[O:47].[C:1]([S:4][CH:5]1[CH2:10][CH2:9][NH:8][CH2:7]/[C:6]/1=[CH:30]\[C:31]1[N:35]([CH2:36][CH2:37][CH2:38][C:39]([O:41][CH2:42][CH3:43])=[O:40])[N:34]=[N:33][CH:32]=1)(=[O:3])[CH3:2] |f:3.4|. Procedure: To a solution of (E)-4-(acetylsulfanyl)-3-({1-[3-(ethoxycarbonyl)propyl]-1H-1,2,3-triazol-5-yl}methylidene)-1-(triphenylmethyl)piperidine (7.45 g) in dichloromethane (80 ml) was added trifluoroacetic acid (2.86 ml) with stirring at room temperature. After the resulting mixture was stirred at room temperature for one hour, solvents were removed under reduced pressure. The residue was purified by silica gel chromatography using dichloromethane and methanol (10:1) as the eluent to afford the title ... Reactants: BrCCCCCCCCCCC(=O)O (11-bromoundecanoic acid), C1(=CC=C(C=C1)S(=O)(=O)O)C (p-toluenesulfonic acid), C([O-])(O)=O.[Na+] (sodium bicarbonate). Solvent: C(C)O (ethanol). Product: BrCCCCCCCCCCC(=O)OCC (Ethyl 11-bromoundecanoate). Yield: 3476.4%. RXN SMILES: [Br:1][CH2:2][CH2:3][CH2:4][CH2:5][CH2:6][CH2:7][CH2:8][CH2:9][CH2:10][CH2:11][C:12]([OH:14])=[O:13].[C:15]1(C)C=CC(S(O)(=O)=O)=C[CH:16]=1.C(=O)(O)[O-].[Na+]>C(O)C>[Br:1][CH2:2][CH2:3][CH2:4][CH2:5][CH2:6][CH2:7][CH2:8][CH2:9][CH2:10][CH2:11][C:12]([O:14][CH2:15][CH3:16])=[O:13] |f:2.3|. Procedure: This example is a method of synthesis for inventive compound no. 3549 (see above for chemical name and structure). A solution of 11-bromoundecanoic acid (5.70 g, 22 mmol, available from Aldrich) and p-toluenesulfonic acid (0.1 g) in absolute ethanol (100 ml) was refluxed for 3 hours. A saturated aqueous sodium bicarbonate solution (40 ml) was added and the reaction mixture then extracted with three 70 ml aliquots of dichloromethane. The combined extracts were washed with water (50 ml) and satura... The reactants are C(C)N(C=1C(=C(C(=CC1)F)[N+](=O)[O-])N)CC (N1,N1-diethyl-4-fluoro-3-nitrobenzene-1,2-diamine). The reagents and catalysts are [Pd] (palladium on carbon). Solvent: O1CCCC1 (tetrahydrofuran). Reaction conditions: time 20 hour. Product: C(C)N(C1=C(C(=C(C=C1)F)N)N)CC (N1,N1-diethyl-4-fluorobenzene-1,2,3-triamine). As a reaction SMILES: [CH2:1]([N:3]([CH2:15][CH3:16])[C:4]1[C:5]([NH2:14])=[C:6]([N+:11]([O-])=O)[C:7]([F:10])=[CH:8][CH:9]=1)[CH3:2]>[Pd].O1CCCC1>[CH2:15]([N:3]([CH2:1][CH3:2])[C:4]1[CH:9]=[CH:8][C:7]([F:10])=[C:6]([NH2:11])[C:5]=1[NH2:14])[CH3:16]. Procedure: Under hydrogen gas atmosphere, a mixture of N1,N1-diethyl-4-fluoro-3-nitrobenzene-1,2-diamine (380 mg, 1.67 mmol), 10% palladium on carbon (50% wet, 80 mg) and tetrahydrofuran (8 mL) was stirred at room temperature for 20 hr. The reaction mixture was filtered and concentrated in vacuo to give N1,N1-diethyl-4-fluorobenzene-1,2,3-triamine as a brown oil, which was used for the next step without further purification. To a solution of above crude compound in tetrahydrofuran (16 mL) was added 2,4-dic...